The task is: describe an organic reaction: reactants, conditions, products, and yield. This data is from the Open Reaction Database (ORD), a public repository of structured organic reaction records. Product: C1(CC1)N1CCN(CC1)C1(CCN(CC1)C(COC[C@H]1N(C2=CC=CC=C2C1)S(=O)(=O)C1=C(C=C(C=C1C)OC)C)=O)CNC(C1=CC=NC=C1)=O ((S)—N-((4-(4-Cyclopropylpiperazin-1-yl)-1-(2-((1-(4-methoxy-2,6-dimethylphenylsulfonyl)indolin-2-yl)methoxy)acetyl)piperidin-4-yl)-methyl)isonicotinamide). Run in ClCCl (dichloromethane), CN(C)C=O (DMF), ClCCl (dichloromethane). Reaction conditions: temperature 0 celsius, time 16 hour. Reactants: COC1=CC(=C(C(=C1)C)S(=O)(=O)N1[C@@H](CC2=CC=CC=C12)COCC(=O)O)C ((S)-2-((1-(4-methoxy-2,6-dimethylphenylsulfonyl)indolin-2-yl)methoxy)acetic acid), C(C)(C)N(CC)C(C)C (diisopropyl ethylamine), resultant solution, Cl.Cl.C1(CC1)N1CCN(CC1)C1(CCNCC1)CNC(C1=CC=NC=C1)=O (N-((4-(4-cyclopropyl-piperazin-1-yl)piperidin-4-yl)methyl)isonicotinamide dihydrochloride), C=1C=CC2=C(C1)N=NN2O (HOBT), CCN=C=NCCCN(C)C (EDCI). The yield is 58.0%. As a reaction SMILES: [CH3:1][O:2][C:3]1[CH:8]=[C:7]([CH3:9])[C:6]([S:10]([N:13]2[C:21]3[C:16](=[CH:17][CH:18]=[CH:19][CH:20]=3)[CH2:15][C@H:14]2[CH2:22][O:23][CH2:24][C:25]([OH:27])=O)(=[O:12])=[O:11])=[C:5]([CH3:28])[CH:4]=1.C(N(C(C)C)CC)(C)C.C1C=CC2N(O)N=NC=2C=1.CCN=C=NCCCN(C)C.Cl.Cl.[CH:61]1([N:64]2[CH2:69][CH2:68][N:67]([C:70]3([CH2:76][NH:77][C:78](=[O:85])[C:79]4[CH:84]=[CH:83][N:82]=[CH:81][CH:80]=4)[CH2:75][CH2:74][NH:73][CH2:72][CH2:71]3)[CH2:66][CH2:65]2)[CH2:63][CH2:62]1>ClCCl.CN(C=O)C>[CH:61]1([N:64]2[CH2:69][CH2:68][N:67]([C:70]3([CH2:76][NH:77][C:78](=[O:85])[C:79]4[CH:80]=[CH:81][N:82]=[CH:83][CH:84]=4)[CH2:75][CH2:74][N:73]([C:25](=[O:27])[CH2:24][O:23][CH2:22][C@@H:14]4[CH2:15][C:16]5[C:21](=[CH:20][CH:19]=[CH:18][CH:17]=5)[N:13]4[S:10]([C:6]4[C:5]([CH3:28])=[CH:4][C:3]([O:2][CH3:1])=[CH:8][C:7]=4[CH3:9])(=[O:11])=[O:12])[CH2:72][CH2:71]3)[CH2:66][CH2:65]2)[CH2:62][CH2:63]1 |f:4.5.6|. Reported procedure: To a solution of (S)-2-((1-(4-methoxy-2,6-dimethylphenylsulfonyl)indolin-2-yl)methoxy)acetic acid AC10 (0.282 mmol) in dichloromethane (10 ml/mmol) was added diisopropyl ethylamine (4 equiv.) at 0° C. followed by the addition of HOBT (1.0 equiv.) and EDCI (1.5 equiv.). The resultant solution was stirred at 25° C. for 15 min. It was again cooled to 0° C. and a solution of N-((4-(4-cyclopropyl-piperazin-1-yl)piperidin-4-yl)methyl)isonicotinamide dihydrochloride AM12 (1.2 equiv.) in DMF (2 ml) was ... The reactants are [Al+3], C1CCOC1, [H-], [H-], [H-], [H-], [Li+], CCc1nc2c(cnn2CC)c(NC2CCOCC2)c1CN. Product: CCc1nc2c(cnn2CC)c(NC2CCOCC2)c1CNC. Reaction SMILES: [Al+3:24].[CH2:29]1[O:30][CH2:31][CH2:32][CH2:33]1.[H-:23].[H-:26].[H-:27].[H-:28].[Li+:25].[NH2:1][CH2:2][c:3]1[c:4]([NH:16][CH:17]2[CH2:18][CH2:19][O:20][CH2:21][CH2:22]2)[c:5]2[c:6]([n:7][c:8]1[CH2:9][CH3:10])[n:11]([CH2:14][CH3:15])[n:12][cH:13]2>>[NH:1]([CH2:2][c:3]1[c:4]([NH:16][CH:17]2[CH2:18][CH2:19][O:20][CH2:21][CH2:22]2)[c:5]2[c:6]([n:7][c:8]1[CH2:9][CH3:10])[n:11]([CH2:14][CH3:15])[n:12][cH:13]2)[CH3:29]. As a reaction SMILES: [C:1]1([SH:7])[CH:6]=[CH:5][CH:4]=[CH:3][CH:2]=1.Br[CH2:9][CH:10]=[C:11]([CH3:13])[CH3:12].[OH-].[Na+].O=P12OP3(OP(OP(O3)(O1)=O)(=O)O2)=O.P(=O)(O)(O)O>CC(C)=O.C1(C(SC(C2C=CC=CC=2)C=C(C)C)C=C(C)C)C=CC=CC=1.C1C=CC=CC=1>[CH3:12][C:11]1([CH3:13])[C:6]2[C:1](=[CH:2][CH:3]=[CH:4][CH:5]=2)[S:7][CH2:9][CH2:10]1 |f:2.3|. Run in CC(=O)C (acetone), C1(=CC=CC=C1)C(C=C(C)C)SC(C=C(C)C)C1=CC=CC=C1 (phenyl-3-methylbut-2-enylsulfide), C1(=CC=CC=C1)C(C=C(C)C)SC(C=C(C)C)C1=CC=CC=C1 (phenyl-3-methylbut-2-enylsulfide), C1=CC=CC=C1 (benzene). Product: CC1(CCSC2=CC=CC=C12)C (4,4-dimethylthiochroman). Reactants: [OH-].[Na+] (sodium hydroxide), C1(=CC=CC=C1)S (Thiophenol), BrCC=C(C)C (1-bromo-3-methyl-2-butene), O=P12OP3(=O)OP(=O)(O1)OP(=O)(O2)O3 (phosphorus pentoxide), P(O)(O)(O)=O (phosphoric acid). Reported procedure: Thiophenol (1) and 1-bromo-3-methyl-2-butene (2) are heated at reflux with sodium hydroxide in acetone resulting in phenyl-3-methylbut-2-enylsulfide (3). The phenyl-3-methylbut-2-enyl sulfide (3) is cyclized by refluxing with phosphorus pentoxide and phosphoric acid in benzene to yield 4,4-dimethylthiochroman (4). The 4,4-dimethylthiochroman (4) is reacted with acetyl chloride catalyzed by tin (IV) chloride (SnCl4) in benzene resulting in 4,4-dimethyl-6-acetylthiochroman (5). The 4,4-dimethyl-6-... Product: COc1cc(Cc2cnc(N)nc2N)cc(C#Cc2c(F)cc3c(=O)c(C(=O)O)cn(C4CC4)c3c2F)c1OC, Cl. Reaction SMILES: [CH3:46][CH2:47][OH:48].[CH:1]1([n:4]2[cH:5][c:6]([C:38](=[O:39])[O:40][CH2:41][CH3:42])[c:7](=[O:37])[c:8]3[cH:9][c:10]([F:36])[c:11]([C:15]#[C:16][c:17]4[c:18]([O:34][CH3:35])[c:19]([O:32][CH3:33])[cH:20][c:21]([CH2:23][c:24]5[c:25]([NH2:31])[n:26][c:27]([NH2:30])[n:28][cH:29]5)[cH:22]4)[c:12]([F:14])[c:13]23)[CH2:2][CH2:3]1.[ClH:45].[Na+:44].[OH-:43]>>[CH:1]1([n:4]2[cH:5][c:6]([C:38](=[O:39])[OH:40])[c:7](=[O:37])[c:8]3[cH:9][c:10]([F:36])[c:11]([C:15]#[C:16][c:17]4[c:18]([O:34][CH3:35])[c:19]([O:32][CH3:33])[cH:20][c:21]([CH2:23][c:24]5[c:25]([NH2:31])[n:26][c:27]([NH2:30])[n:28][cH:29]5)[cH:22]4)[c:12]([F:14])[c:13]23)[CH2:2][CH2:3]1.[ClH:45]. Starting materials: CCO, CCOC(=O)c1cn(C2CC2)c2c(F)c(C#Cc3cc(Cc4cnc(N)nc4N)cc(OC)c3OC)c(F)cc2c1=O, Cl, [Na+], [OH-]. As a reaction SMILES: [CH3:1][O:2][C:3]([CH:4]([C:5]([O:6][CH3:7])=[O:8])[C:9]([CH2:10][CH3:11])([CH2:12][CH3:13])[CH2:14][CH3:15])=[O:16].[CH3:20][S:21]([CH3:22])=[O:23].[Cl-:17].[Li+:18].[OH2:19]>>[CH3:1][O:2][C:3]([CH2:4][C:9]([CH2:10][CH3:11])([CH2:12][CH3:13])[CH2:14][CH3:15])=[O:16]. Starting materials: CCC(CC)(CC)C(C(=O)OC)C(=O)OC, CS(C)=O, [Cl-], [Li+], O. Yields the product CCC(CC)(CC)CC(=O)OC. Reactants: OCC1=C(C=NC=C1)S (4-hydroxymethyl-3-mercaptopyridine), C1(=CC=CC=C1)C(C1=CC=CC=C1)(C1=CC=CC=C1)Cl (triphenylmethylchloride). Run in CN(C)C=O (DMF). Product: C1(=CC=CC=C1)C(SC=1C=NC=CC1CO)(C1=CC=CC=C1)C1=CC=CC=C1 (3-(Triphenylmethylthio)-4-hydroxymethylpyridine). The yield is 24.6%. Reaction SMILES: [OH:1][CH2:2][C:3]1[CH:8]=[CH:7][N:6]=[CH:5][C:4]=1[SH:9].[C:10]1([C:16](Cl)([C:23]2[CH:28]=[CH:27][CH:26]=[CH:25][CH:24]=2)[C:17]2[CH:22]=[CH:21][CH:20]=[CH:19][CH:18]=2)[CH:15]=[CH:14][CH:13]=[CH:12][CH:11]=1>CN(C=O)C>[C:10]1([C:16]([C:17]2[CH:18]=[CH:19][CH:20]=[CH:21][CH:22]=2)([C:23]2[CH:24]=[CH:25][CH:26]=[CH:27][CH:28]=2)[S:9][C:4]2[CH:5]=[N:6][CH:7]=[CH:8][C:3]=2[CH2:2][OH:1])[CH:11]=[CH:12][CH:13]=[CH:14][CH:15]=1. Reported procedure: 4-hydroxymethyl-3-mercaptopyridine (100 mg, 0.71 mmol) was dissolved in DMF (5 mL) and diisipropylethylamine (0.12 mL, 0.71 mmol) was added followed by triphenylmethylchloride (197 mg, 0.71 mmol). After 30 min. the reaction mixture was partitioned between water and ethyl acetate, and the organic layer was thoroughly washed with water and dried with anhydrous sodium sulfate. Purification by radial chromatography on silica gel produced pure title material (67 mg, 25% yield). Starting materials: CCO, COc1ccc2ccc(N)nc2n1, O, O=C(O)c1cccs1. Product: COc1ccc2ccc(NC(=O)c3cccs3)nc2n1. RXN SMILES: [CH3:22][CH2:23][OH:24].[NH2:9][c:10]1[n:11][c:12]2[n:13][c:14]([O:20][CH3:21])[cH:15][cH:16][c:17]2[cH:18][cH:19]1.[OH2:25].[s:1]1[c:2]([C:6](=[O:7])[OH:8])[cH:3][cH:4][cH:5]1>>[s:1]1[c:2]([C:6](=[O:8])[NH:9][c:10]2[n:11][c:12]3[n:13][c:14]([O:20][CH3:21])[cH:15][cH:16][c:17]3[cH:18][cH:19]2)[cH:3][cH:4][cH:5]1. Reactants: COc1cccc(C=Cc2ccc([N+](=O)[O-])cc2)c1, [Sn]. Product: COc1cccc(C=Cc2ccc(N)cc2)c1. As a reaction SMILES: [CH3:1][O:2][c:3]1[cH:4][c:5]([CH:9]=[CH:10][c:11]2[cH:12][cH:13][c:14]([N+:17]([O-:18])=[O:19])[cH:15][cH:16]2)[cH:6][cH:7][cH:8]1.[Sn:20]>>[CH3:1][O:2][c:3]1[cH:4][c:5]([CH:9]=[CH:10][c:11]2[cH:12][cH:13][c:14]([NH2:17])[cH:15][cH:16]2)[cH:6][cH:7][cH:8]1. Reactants: C(C1=CC=CC=C1)OC(=O)N1CCC(CC1)CCSC[C@H](C(=O)O)O (3-[2-(1-benzyloxycarbonyl-4-piperidyl)ethylthio]-2(S)-hydroxypropionic acid), C(C1=CC=CC=C1)OC(=O)N1CCC(CC1)CCOC[C@H](C(=O)O)O (3-[2-(1-benzyloxycarbonyl-4-piperidyl)ethoxy]-2(R)-hydroxypropionic acid). Product: C(C1=CC=CC=C1)OC(=O)N1CCC(CC1)CCSC[C@H](C(=O)OCC)O (ethyl 3-[2-(1-benzyloxycarbonyl-4-piperidyl)ethylthio]-2(S)-hydroxypropionate). As a reaction SMILES: [CH2:1]([O:8][C:9]([N:11]1[CH2:16][CH2:15][CH:14]([CH2:17][CH2:18][S:19][CH2:20][C@@H:21]([OH:25])[C:22]([OH:24])=[O:23])[CH2:13][CH2:12]1)=[O:10])[C:2]1[CH:7]=[CH:6][CH:5]=[CH:4][CH:3]=1.[CH2:26](OC(N1CCC(CCOC[C@@H](O)C(O)=O)CC1)=O)[C:27]1C=CC=CC=1>>[CH2:1]([O:8][C:9]([N:11]1[CH2:16][CH2:15][CH:14]([CH2:17][CH2:18][S:19][CH2:20][C@@H:21]([OH:25])[C:22]([O:24][CH2:26][CH3:27])=[O:23])[CH2:13][CH2:12]1)=[O:10])[C:2]1[CH:3]=[CH:4][CH:5]=[CH:6][CH:7]=1. Procedure: 3.7 g of 3-[2-(1-benzyloxycarbonyl-4-piperidyl)ethylthio]-2(S)-hydroxypropionic acid, in place of 3-[2-(1-benzyloxycarbonyl-4-piperidyl)ethoxy]-2(R)-hydroxypropionic acid, is subjected to the same reaction and treatment procedures as in Reference Example 9 to give 2.0 g of oily ethyl 3-[2-(1-benzyloxycarbonyl-4-piperidyl)ethylthio]-2(S)-hydroxypropionate. Starting materials: C(C)O (ethanol), [Na] (sodium), CC(CC(C)=O)=O (pentan-2,4-dione), C(C=C)(=O)OCC (ethyl acrylate). The reagents and catalysts are [Na] (Sodium). Run in C(C)(=O)O (acetic acid). Product: C(C)(=O)C(C(CCC(=O)OCC)=O)C (ethyl 5-acetyl-4-oxohexanoate). RXN SMILES: [CH2:1]([OH:3])[CH3:2].[Na].C[C:6](=O)[CH2:7][C:8](=[O:10])C.[C:12]([O:16][CH2:17][CH3:18])(=[O:15])[CH:13]=[CH2:14]>[Na].C(O)(=O)C>[C:1]([CH:7]([CH3:6])[C:8](=[O:10])[CH2:14][CH2:13][C:12]([O:16][CH2:17][CH3:18])=[O:15])(=[O:3])[CH3:2] |^1:3,18|. Reported procedure: Sodium metal (1.5 g) was placed in a 3 L 3-neck round bottom flask equipped with a thermometer, a reflux condenser, and mechanical stirring, and placed in an oil bath. Absolute ethanol (1 L) was added with stirring. When the sodium had dissolved, 350 g of pentan-2,4-dione was added all at once, and then 310 g of ethyl acrylate was added over 30 min. The mixture was refluxed for 2.5 hrs and then allowed to cool to room temperature overnight. Glacial acetic acid (3 mL) was added and the solvent re...